Task: describe an organic reaction: reactants, conditions, products, and yield. Dataset: the Open Reaction Database (ORD), a public repository of structured organic reaction records Starting materials: ClC1=C(C=CC=C1N1CCCCC1)O (2-chloro-3-piperidinophenol), C(Br)C1CO1 (epibromohydrin), C([O-])([O-])=O.[K+].[K+] (potassium carbonate). Solvent: C(C)#N (acetonitrile). Yields the product ClC1=C(OCC2CO2)C=CC=C1N1CCCCC1 (1-(2-chloro-3-piperidinophenoxy)-2,3-epoxypropane). Isolated yield 84.7%. Reaction SMILES: [Cl:1][C:2]1[C:7]([N:8]2[CH2:13][CH2:12][CH2:11][CH2:10][CH2:9]2)=[CH:6][CH:5]=[CH:4][C:3]=1[OH:14].[CH2:15]([CH:17]1[O:19][CH2:18]1)Br.C(=O)([O-])[O-].[K+].[K+]>C(#N)C>[Cl:1][C:2]1[C:7]([N:8]2[CH2:13][CH2:12][CH2:11][CH2:10][CH2:9]2)=[CH:6][CH:5]=[CH:4][C:3]=1[O:14][CH2:15][CH:17]1[O:19][CH2:18]1 |f:2.3.4|. Procedure details: A mixture of 7.47 grams of 2-chloro-3-piperidinophenol, 29.00 grams of epibromohydrin, 28.79 grams of potassium carbonate and 400 ml of acetonitrile is heated to reflux for twenty hours, insoluble matters are removed therefrom by filtration, the filtrate is entirely concentrated to dryness, and the residue is purified by a silica gel chromatography followed by recrystallization from n-hexane to give 8.0 grams (85%) of 1-(2-chloro-3-piperidinophenoxy)-2,3-epoxypropane as colorless crystals of m.p... Conditions: time 16 hour. Product: S(=O)(=O)(O)O.CC1=NC2=CC=CC(=C2C=C1)N1CCN(CC1)CCC=1C=C(C=CC1)N1C(NCC1)=O (1-(3-{2-[4-(2-Methyl-5-quinolinyl)-1-piperazinyl]ethyl}phenyl)-2-imidazolidinone sulfate). RXN SMILES: [CH3:1][C:2]1[CH:11]=[CH:10][C:9]2[C:4](=[CH:5][CH:6]=[CH:7][C:8]=2[N:12]2[CH2:17][CH2:16][N:15]([CH2:18][CH2:19][C:20]3[CH:21]=[C:22]([N:26]4[CH2:30][CH2:29][NH:28][C:27]4=[O:31])[CH:23]=[CH:24][CH:25]=3)[CH2:14][CH2:13]2)[N:3]=1.[S:32](=[O:36])(=[O:35])([OH:34])[OH:33]>CO>[S:32]([OH:36])([OH:35])(=[O:34])=[O:33].[CH3:1][C:2]1[CH:11]=[CH:10][C:9]2[C:4](=[CH:5][CH:6]=[CH:7][C:8]=2[N:12]2[CH2:17][CH2:16][N:15]([CH2:18][CH2:19][C:20]3[CH:21]=[C:22]([N:26]4[CH2:30][CH2:29][NH:28][C:27]4=[O:31])[CH:23]=[CH:24][CH:25]=3)[CH2:14][CH2:13]2)[N:3]=1 |f:3.4|. Starting materials: CC1=NC2=CC=CC(=C2C=C1)N1CCN(CC1)CCC=1C=C(C=CC1)N1C(NCC1)=O (1-(3-{2-[4-(2-Methyl-5-quinolinyl)-1-piperazinyl]ethyl}phenyl)-2-imidazolidinone), S(O)(O)(=O)=O (sulfuric acid). Reported procedure: 1-(3-{2-[4-(2-Methyl-5-quinolinyl)-1-piperazinyl]ethyl}phenyl)-2-imidazolidinone (300 mg, 1 wt) is suspended in methanol (6.0 ml, 20 vol) at room temperature under nitrogen. A solution of sulfuric acid (71 mg, 1 eq) in methanol is dosed. The clear solution is seeded and solid crystallization is observed. The slurry is stirred 16 hrs at room temperature. The solid is filtered and dried at room temperature under vacuum to give the desired salt. Solvent: CO (methanol), CO (methanol). The reactants are CN(C)c1ccncc1, CCN(C(C)C)C(C)C, ClCCl, C[Si](C)(C)N=C=O, c1cc(OC2CCNCC2)c2nc(-c3nnc4ccccn34)ccc2c1. The product is NC(=O)N1CCC(Oc2cccc3ccc(-c4nnc5ccccn45)nc23)CC1. Reaction SMILES: [CH3:46][N:47]([c:48]1[cH:49][cH:50][n:51][cH:52][cH:53]1)[CH3:54].[CH:27]([N:28]([CH2:29][CH3:30])[CH:31]([CH3:32])[CH3:33])([CH3:34])[CH3:35].[Cl:43][CH2:44][Cl:45].[Si:36]([CH3:37])([CH3:38])([CH3:39])[N:40]=[C:41]=[O:42].[n:1]1[n:2][c:3](-[c:10]2[n:11][c:12]3[c:13]([O:20][CH:21]4[CH2:22][CH2:23][NH:24][CH2:25][CH2:26]4)[cH:14][cH:15][cH:16][c:17]3[cH:18][cH:19]2)[n:4]2[c:5]1[cH:6][cH:7][cH:8][cH:9]2>>[n:1]1[n:2][c:3](-[c:10]2[n:11][c:12]3[c:13]([O:20][CH:21]4[CH2:22][CH2:23][N:24]([C:41]([NH2:40])=[O:42])[CH2:25][CH2:26]4)[cH:14][cH:15][cH:16][c:17]3[cH:18][cH:19]2)[n:4]2[c:5]1[cH:6][cH:7][cH:8][cH:9]2. Starting materials: ClCCN1C(CC(C2CC=CC=C12)C)(C)C (N-β-chloroethyl-2,2,4-trimethyltetrahydroquinoline), P(=O)(Cl)(Cl)Cl (phosphorus oxychloride), O=P12OP3(=O)OP(=O)(O1)OP(=O)(O2)O3 (phosphorus pentoxide), polyamides, polyesters, [Cl-].[Na+] (sodium chloride), polyacrylonitrile. Solvent: O (water). Conditions: temperature 95 celsius, time 2 hour. The product is ClCCN1C(CC(C2CC=CC=C12)C)(C)C (N-β-chloroethyl-2,2,4-trimethyltetrahydroquinoline), OCCN1C(CC(C2CC=CC=C12)C)(C)C (N-β-hydroxyethyl-2,2,4-trimethyltetrahydroquinoline). As a reaction SMILES: [Cl:1][CH2:2][CH2:3][N:4]1[C:13]2[CH:8]([CH2:9][CH:10]=[CH:11][CH:12]=2)[CH:7]([CH3:14])[CH2:6][C:5]1([CH3:16])[CH3:15].P(Cl)(Cl)(Cl)=[O:18].O=P12OP3(OP(OP(O3)(O1)=O)(=O)O2)=O.[Cl-].[Na+]>O>[Cl:1][CH2:2][CH2:3][N:4]1[C:13]2[CH:8]([CH2:9][CH:10]=[CH:11][CH:12]=2)[CH:7]([CH3:14])[CH2:6][C:5]1([CH3:15])[CH3:16].[OH:18][CH2:2][CH2:3][N:4]1[C:13]2[CH:8]([CH2:9][CH:10]=[CH:11][CH:12]=2)[CH:7]([CH3:14])[CH2:6][C:5]1([CH3:16])[CH3:15] |f:3.4|. Procedure: 9.2 parts of 4-bromo-N-ethylnaphtholactam and 8 parts of N-β-chloroethyl-2,2,4-trimethyltetrahydroquinoline are stirred with 20 parts of phosphorus oxychloride and 6 parts of phosphorus pentoxide are then introduced whilst stirring. The mixture is gradually heated to 95° C and is then kept at this temperature for 2 hours. It is then stirred into 400 parts of water, 20 parts of sodium chloride are added and the dyestuff is separated from the solution after stirring for several hours. It is recrys... The reactants are CCO (EtOH), IC=1C(=NN(C1)COCC[Si](C)(C)C)C1CN2CCC1CC2 (3-[4-iodo-1-(2-trimethylsilanyl-ethoxymethyl)-1H-pyrazol-3-yl]-1-azabicyclo[2.2.2]octane), C(CCC)OC=1C(=NNC1)C1CN2CCC1CC2 (3-(4-Butoxy-1H-pyrazol-3-yl)-1-azabicyclo[2.2.2]octane), C(CCCC)O (pentanol). Solvent: CCO.C(C)N(CC)CC (EtOH triethylamine), CCO.C(C)(=O)OCC.C(C)N(CC)CC (EtOH ethyl acetate triethylamine). Product: C(CCCC)OC=1C(=NNC1)C1CN2CCC1CC2 (3-(4-Pentyloxy-1H-pyrazol-3-yl)-1-azabicyclo[2.2.2]octane), compound 51C. Isolated yield 15.0%. As a reaction SMILES: [CH2:1]([O:5][C:6]1[C:7]([CH:11]2[CH:16]3[CH2:17][CH2:18][N:13]([CH2:14][CH2:15]3)[CH2:12]2)=[N:8][NH:9][CH:10]=1)[CH2:2][CH2:3][CH3:4].[CH2:19](O)CCCC.IC1C(C2C3CCN(CC3)C2)=NN(COCC[Si](C)(C)C)C=1.CCO>CCO.C(OCC)(=O)C.C(N(CC)CC)C.CCO.C(N(CC)CC)C>[CH2:1]([O:5][C:6]1[C:7]([CH:11]2[CH:16]3[CH2:17][CH2:18][N:13]([CH2:14][CH2:15]3)[CH2:12]2)=[N:8][NH:9][CH:10]=1)[CH2:2][CH2:3][CH2:4][CH3:19] |f:4.5.6,7.8|. Procedure: Compound 52C was prepared following the procedure as described for the synthesis of compound 52A (see Scheme 10) using pentanol (25 ml) and 3-[4-iodo-1-(2-trimethylsilanyl-ethoxymethyl)-1H-pyrazol-3-yl]-1-azabicyclo[2.2.2]octane (50), (2 g, 4.61 mmol). Work-up and flash chromatography (gradient EtOH to EtOH/triethylamine 300/1) followed by a second flash chromatography (EtOH/ethyl acetate/triethylamine 25/75/1) afforded compound 51C as an oil (0.46 g, 15%). LCMS (method B); Rt: 3.30 min, ([M+H]+... Starting materials: CN(C(C(N1C=NC=C1)C1=CC2=C(N=C(S2)N)C=C1)CC)C (6-(2-(dimethylamino)-1-(1H-imidazol-1-yl)butyl)benzo[d]thiazol-2-amine), CCN(C(C)C)C(C)C (Hunig's base), ClC(=O)OCC (ethyl chloroformate). The solvent is C(Cl)Cl (DCM), CC(=O)O.C1CCOC1 (AcOH THF). Reaction conditions: time 8 hour. Product: CN(C(C(N1C=NC=C1)C1=CC2=C(N=C(S2)NC(OCC)=O)C=C1)CC)C (Ethyl (6-(2-(dimethylamino)-1-(1H-imidazol-1-yl)butyl)benzo[d]thiazol-2-yl)carbamate). As a reaction SMILES: [CH3:1][N:2]([CH3:22])[CH:3]([CH2:20][CH3:21])[CH:4]([C:10]1[CH:19]=[CH:18][C:13]2[N:14]=[C:15]([NH2:17])[S:16][C:12]=2[CH:11]=1)[N:5]1[CH:9]=[CH:8][N:7]=[CH:6]1.CCN(C(C)C)C(C)C.Cl[C:33]([O:35][CH2:36][CH3:37])=[O:34]>C(Cl)Cl.CC(O)=O.C1COCC1>[CH3:1][N:2]([CH3:22])[CH:3]([CH2:20][CH3:21])[CH:4]([C:10]1[CH:19]=[CH:18][C:13]2[N:14]=[C:15]([NH:17][C:33](=[O:34])[O:35][CH2:36][CH3:37])[S:16][C:12]=2[CH:11]=1)[N:5]1[CH:9]=[CH:8][N:7]=[CH:6]1 |f:4.5|. Procedure: A solution of 6-(2-(dimethylamino)-1-(1H-imidazol-1-yl)butyl)benzo[d]thiazol-2-amine (52 mg, 0.16 mmol) and Hunig's base (31.6 μL, 0.18 mmol) in DCM (1 mL) was treated with ethyl chloroformate (17.3 μL, 0.0.18 mmol) in 2 mL 10% AcOH THF. The mixture was stirred at room temperature overnight. The solution was concentrated in vacuo and the residue was purified using PTLC on a 1 mm silica plate eluting with 5% MeOH (2N NH3)/DCM to provide Ethyl (6-(2-(dimethylamino)-1-(1H-imidazol-1-yl)butyl)benzo[... Starting materials: B, CO, O=Cc1cc(C(F)(F)F)cc(C(F)(F)F)c1, CC(N)C(O)c1ccc(O)c(NS(C)(=O)=O)c1, O, c1ccncc1. Yields the product CC(NCc1cc(C(F)(F)F)cc(C(F)(F)F)c1)C(O)c1ccc(O)c(NS(C)(=O)=O)c1. Reaction SMILES: [BH3:40].[CH3:42][OH:43].[F:18][C:19]([c:20]1[cH:21][c:22]([CH:23]=[O:24])[cH:25][c:26]([C:28]([F:29])([F:30])[F:31])[cH:27]1)([F:32])[F:33].[NH2:1][CH:2]([CH:3]([OH:4])[c:5]1[cH:6][cH:7][c:8]([OH:16])[c:9]([NH:11][S:12](=[O:13])(=[O:14])[CH3:15])[cH:10]1)[CH3:17].[OH2:41].[n:34]1[cH:35][cH:36][cH:37][cH:38][cH:39]1>>[NH:1]([CH:2]([CH:3]([OH:4])[c:5]1[cH:6][cH:7][c:8]([OH:16])[c:9]([NH:11][S:12](=[O:13])(=[O:14])[CH3:15])[cH:10]1)[CH3:17])[CH2:23][c:22]1[cH:21][c:20]([C:19]([F:18])([F:32])[F:33])[cH:27][c:26]([C:28]([F:29])([F:30])[F:31])[cH:25]1.